Dataset: the Open Reaction Database (ORD), a public repository of structured organic reaction records. Task: describe an organic reaction: reactants, conditions, products, and yield The reactants are COC(C1=C(C(=CC=C1)O)N(S(=O)(=O)C1=CC=C(C=C1)OC)CC1=CC=CC=C1)=O (2-[Benzyl-(4-methoxy-benzenesulfonyl)-amino]-3-hydroxy-benzoic acid methyl ester), [Si](C)(C)(C(C)(C)C)OCCCBr (1-t-butyldimethylsilyloxy-3-bromopropane). Yields the product COC(C1=C(C(=CC=C1)OCCCO[Si](C)(C)C(C)(C)C)N(S(=O)(=O)C1=CC=C(C=C1)OC)CC1=CC=CC=C1)=O (2-[Benzyl-(4-methoxy-benzenesulfonyl)-amino]-3-[3-(tert-butyl-dimethyl-silanyloxy)-propoxy]-benzoic acid methyl ester). Yield: 72.2%. Reaction SMILES: [CH3:1][O:2][C:3](=[O:30])[C:4]1[CH:9]=[CH:8][CH:7]=[C:6]([OH:10])[C:5]=1[N:11]([CH2:23][C:24]1[CH:29]=[CH:28][CH:27]=[CH:26][CH:25]=1)[S:12]([C:15]1[CH:20]=[CH:19][C:18]([O:21][CH3:22])=[CH:17][CH:16]=1)(=[O:14])=[O:13].[Si:31]([O:38][CH2:39][CH2:40][CH2:41]Br)([C:34]([CH3:37])([CH3:36])[CH3:35])([CH3:33])[CH3:32]>>[CH3:1][O:2][C:3](=[O:30])[C:4]1[CH:9]=[CH:8][CH:7]=[C:6]([O:10][CH2:41][CH2:40][CH2:39][O:38][Si:31]([C:34]([CH3:35])([CH3:37])[CH3:36])([CH3:32])[CH3:33])[C:5]=1[N:11]([CH2:23][C:24]1[CH:29]=[CH:28][CH:27]=[CH:26][CH:25]=1)[S:12]([C:15]1[CH:20]=[CH:19][C:18]([O:21][CH3:22])=[CH:17][CH:16]=1)(=[O:13])=[O:14]. Reported procedure: In the same manner as described in Example 38, 0.35 g (0.820 mmol) of the product of Example 37 and 0.290 g (1.147 mmol) of 1-t-butyldimethylsilyloxy-3-bromopropane provided 0.355 g (72%) of the desired product as a colorless oil. Electrospray Mass Spec: 600 (M+H). Yields the product FC1=C(C=C2C=NNC2=C1)C(=O)O (6-fluoro-1H-indazole-5-carboxylic acid). As a reaction SMILES: Br[C:2]1[CH:3]=[C:4]2[C:8](=[CH:9][C:10]=1[F:11])[NH:7][N:6]=[CH:5]2.C([Li])(C)(C)C.[C:17](=[O:19])=[O:18]>>[F:11][C:10]1[CH:9]=[C:8]2[C:4]([CH:5]=[N:6][NH:7]2)=[CH:3][C:2]=1[C:17]([OH:19])=[O:18]. Reactants: BrC=1C=C2C=NNC2=CC1F (5-bromo-6-fluoro-1H-indazole), C(C)(C)(C)[Li] (t-butyl lithium), C(=O)=O (carbon dioxide). Procedure: This compound was prepared in a manner similar to that shown in Scheme 3, using 5-bromo-6-fluoro-1H-indazole (88d), which was treated with t-butyl lithium and carbon dioxide to yield 6-fluoro-1H-indazole-5-carboxylic acid. This compound in turn was treateded with thiosemicarbazide and polyphosphoric acid to form 5-(6-fluoro-1H-indazol-5-yl)-1,3,4-thiadiazol-2-amine. MS (API-ES) m/z (%): 236 (100%, M++1). The reactants are BrC=1C=C(C=CC1)CCCNC(C(F)(F)F)=O (N-(3-(3-bromophenyl)propyl)-2,2,2-trifluoroacetamide), C(#C)C1C(CCCC1)O (2-ethynylcyclohexanol), EtOAc hexanes. The product is FC(C(=O)NCCCC1=CC(=CC=C1)C#CC1C(CCCC1)O)(F)F (2,2,2-trifluoro-N-(3-(3-((2-hydroxycyclohexyl)ethynyl)phenyl)propyl)acetamide). Reaction SMILES: Br[C:2]1[CH:3]=[C:4]([CH2:8][CH2:9][CH2:10][NH:11][C:12](=[O:17])[C:13]([F:16])([F:15])[F:14])[CH:5]=[CH:6][CH:7]=1.[C:18]([CH:20]1[CH2:25][CH2:24][CH2:23][CH2:22][CH:21]1[OH:26])#[CH:19]>>[F:14][C:13]([F:16])([F:15])[C:12]([NH:11][CH2:10][CH2:9][CH2:8][C:4]1[CH:5]=[CH:6][CH:7]=[C:2]([C:19]#[C:18][CH:20]2[CH2:25][CH2:24][CH2:23][CH2:22][CH:21]2[OH:26])[CH:3]=1)=[O:17]. Reported procedure: Sonogashira coupling of bromide 3 with 2-ethynylcyclohexanol followed by flash chromatography (5-50% EtOAc/hexanes gradient), gave 2,2,2-trifluoro-N-(3-(3-((2-hydroxycyclohexyl)ethynyl)phenyl)propyl)acetamide as a yellow oil. Yield (1.2 g, 43%): 1H NMR (400 MHz, CDCl3) δ 7.18-7.28 (m, 3H), 7.06-7.30 (m, 3H), 6.33 (brs, 1H), 3.48-3.57 (m, 1H), 3.36 (app q, J=6.8 Hz, 2H), 2.63 (t, J=7.2 Hz, 2H), 2.38-2.46 (m, 1H), 2.32 (brs, 1H), 2.02-2.10 (m, 2H), 1.91 (quint, J=7.2 Hz, 2H), 1.74-1.82 (m, 1H), 1.... The reactants are [OH-].[K+] (Potassium hydroxide), S(C#N)C=1NC=C(C1)C(C1=CC(=C(C(=C1)C(C)(C)C)O)C(C)(C)C)=O (2-Thiocyano-4-(3,5-di-t-butyl-4-hydroxybenzoyl)pyrrole), Cl (HCl). Solvent: CO (methanol), O (water), CO (methanol). Conditions: temperature -10 celsius, time 1 hour. The product is SC=1NC=C(C1)C(C1=CC(=C(C(=C1)C(C)(C)C)O)C(C)(C)C)=O (2-mercapto-4-(3,5-di-t-butyl-4-hydroxybenzoyl)pyrrole). Reaction SMILES: [S:1]([C:4]1[NH:5][CH:6]=[C:7]([C:9](=[O:25])[C:10]2[CH:15]=[C:14]([C:16]([CH3:19])([CH3:18])[CH3:17])[C:13]([OH:20])=[C:12]([C:21]([CH3:24])([CH3:23])[CH3:22])[CH:11]=2)[CH:8]=1)C#N.[OH-].[K+].Cl>CO.O>[SH:1][C:4]1[NH:5][CH:6]=[C:7]([C:9](=[O:25])[C:10]2[CH:15]=[C:14]([C:16]([CH3:17])([CH3:18])[CH3:19])[C:13]([OH:20])=[C:12]([C:21]([CH3:24])([CH3:23])[CH3:22])[CH:11]=2)[CH:8]=1 |f:1.2|. Procedure details: 2-Thiocyano-4-(3,5-di-t-butyl-4-hydroxybenzoyl)pyrrole (10.0 g) was dissolved in methanol (80 ml) and cooled to -10° C. Potassium hydroxide (3.2 g) in methanol (20.0 ml) and water (20.0 ml) was added at such a rate that the temperature did not exceed 0° C. After stirring for 1 hour at the same temperature, one half of the resulting solution was converted to the title compound by acidification with 20% HCl. The product was filtered, dissolved in methylene chlorede, dried and the solvent evaporate... Starting materials: CC(C)N, CCO, O=C(N1CCOCC1)N1CC(c2ccc(C(F)(F)F)cc2)CC(c2nc(Cl)no2)C1. Yields the product CC(C)Nc1noc(C2CC(c3ccc(C(F)(F)F)cc3)CN(C(=O)N3CCOCC3)C2)n1. Reaction SMILES: [CH3:31][CH:32]([CH3:33])[NH2:34].[CH3:35][CH2:36][OH:37].[Cl:1][c:2]1[n:3][o:4][c:5]([CH:7]2[CH2:8][N:9]([C:23](=[O:24])[N:25]3[CH2:26][CH2:27][O:28][CH2:29][CH2:30]3)[CH2:10][CH:11]([c:13]3[cH:14][cH:15][c:16]([C:19]([F:20])([F:21])[F:22])[cH:17][cH:18]3)[CH2:12]2)[n:6]1>>[c:2]1([NH:34][CH:32]([CH3:31])[CH3:33])[n:3][o:4][c:5]([CH:7]2[CH2:8][N:9]([C:23](=[O:24])[N:25]3[CH2:26][CH2:27][O:28][CH2:29][CH2:30]3)[CH2:10][CH:11]([c:13]3[cH:14][cH:15][c:16]([C:19]([F:20])([F:21])[F:22])[cH:17][cH:18]3)[CH2:12]2)[n:6]1. The reactants are cuprous oxide, 0, F[B-](F)(F)F.ClC1=C(C=C(C(=C1)F)N1C(N(C(=CC1=O)C(F)(F)F)C)=O)[N+]#N (2-chloro-5-[3,6-dihydro-2,6-dioxo -3-methyl-4-trifluoromethyl-1(2H)-pyrimidinyl]-4-fluorobenzenediazonium tetrafluoroborate), cupric nitrate trihydrate, O (water). Conditions: time 10 minute. Product: ClC1=CC(=C(C=C1O)N1C(N(C(=CC1=O)C(F)(F)F)C)=O)F (3-(4-chloro-2-fluoro-5-hydroxyphenyl)-1-methyl-6 -trifluoromethyl-2,4(1H,3H)-pyrimidinedione). Reaction SMILES: F[B-](F)(F)F.[Cl:6][C:7]1[CH:12]=[C:11]([F:13])[C:10]([N:14]2[C:19](=[O:20])[CH:18]=[C:17]([C:21]([F:24])([F:23])[F:22])[N:16]([CH3:25])[C:15]2=[O:26])=[CH:9][C:8]=1[N+]#N.[OH2:29]>>[Cl:6][C:7]1[C:8]([OH:29])=[CH:9][C:10]([N:14]2[C:19](=[O:20])[CH:18]=[C:17]([C:21]([F:24])([F:23])[F:22])[N:16]([CH3:25])[C:15]2=[O:26])=[C:11]([F:13])[CH:12]=1 |f:0.1|. Procedure: 0 23 g of 2-chloro-5-[3,6-dihydro-2,6-dioxo -3-methyl-4-trifluoromethyl-1(2H)-pyrimidinyl]-4-fluorobenzenediazonium tetrafluoroborate is added to a solution of 75 g of cupric nitrate trihydrate in 50 ml of water. 67 mg of cuprous oxide are added thereto and the reaction mixture is stirred at room temperature for 10 minutes. The mixture is subsequently filtered, the filtrate is extracted with 50 ml of ethyl acetate and the organic phase is washed and evaporated under reduced pressure. The resulti... The reactants are C(C)OC(=O)C1(CC1)C1=CC=C(C=C1)C1=CC=C(C=C1)C1=C(C(=NO1)C)N (1-[4′-(4-amino-3-methyl-isoxazol-5-yl)-biphenyl-4-yl]-cyclopropanecarboxylic acid ethyl ester), BrC=1C=C(C(=O)O)C=CC1 (3-bromo-benzoic acid). Product: C(C)OC(=O)C1(CC1)C1=CC=C(C=C1)C1=CC=C(C=C1)C1=C(C(=NO1)C)NC(C1=CC(=CC=C1)Br)=O (1-{4′-[4-(3-Bromo-benzoylamino)-3-methyl-isoxazol-5-yl]-biphenyl-4-yl}-cyclopropanecarboxylic acid ethyl ester). RXN SMILES: [CH2:1]([O:3][C:4]([C:6]1([C:9]2[CH:14]=[CH:13][C:12]([C:15]3[CH:20]=[CH:19][C:18]([C:21]4[O:25][N:24]=[C:23]([CH3:26])[C:22]=4[NH2:27])=[CH:17][CH:16]=3)=[CH:11][CH:10]=2)[CH2:8][CH2:7]1)=[O:5])[CH3:2].[Br:28][C:29]1[CH:30]=[C:31]([CH:35]=[CH:36][CH:37]=1)[C:32](O)=[O:33]>>[CH2:1]([O:3][C:4]([C:6]1([C:9]2[CH:10]=[CH:11][C:12]([C:15]3[CH:20]=[CH:19][C:18]([C:21]4[O:25][N:24]=[C:23]([CH3:26])[C:22]=4[NH:27][C:32](=[O:33])[C:31]4[CH:35]=[CH:36][CH:37]=[C:29]([Br:28])[CH:30]=4)=[CH:17][CH:16]=3)=[CH:13][CH:14]=2)[CH2:8][CH2:7]1)=[O:5])[CH3:2]. Procedure: Prepared according to the procedure described in Example 33, Step 4, using 1-[4′-(4-amino-3-methyl-isoxazol-5-yl)-biphenyl-4-yl]-cyclopropanecarboxylic acid ethyl ester and 3-bromo-benzoic acid. The reactants are C(C)(C)(C)OC(=O)NC1=C(C=CC=C1)B(O)O (2-(tert-butoxycarbonylamino)phenylboronic acid), C(C1=CC=CC=C1)OC=1C=C(C(=NC1)C#N)Br (5-(benzyloxy)-3-bromopicolinonitrile), tetrakis(triphenyl-phosphine)palladium, C([O-])([O-])=O.[K+].[K+] (potassium carbonate). The solvent is CO (methanol), ClCCl (dichloromethane), O (water), C1(=CC=CC=C1)C (toluene). Reaction conditions: temperature 100 celsius, time 8 hour. Product: C(C1=CC=CC=C1)OC=1C=NC2=C(N=C3C(=C2C1)C=CC=C3)N (2-(benzyloxy)benzo[f][1,7]naphthyridin-5-amine). Reaction SMILES: C(OC([NH:8][C:9]1[CH:14]=[CH:13][CH:12]=[CH:11][C:10]=1B(O)O)=O)(C)(C)C.[CH2:18]([O:25][C:26]1[CH:27]=[C:28](Br)[C:29]([C:32]#[N:33])=[N:30][CH:31]=1)[C:19]1[CH:24]=[CH:23][CH:22]=[CH:21][CH:20]=1.C(=O)([O-])[O-].[K+].[K+]>C1(C)C=CC=CC=1.CO.ClCCl.O>[CH2:18]([O:25][C:26]1[CH:31]=[N:30][C:29]2[C:28]([CH:27]=1)=[C:10]1[CH:11]=[CH:12][CH:13]=[CH:14][C:9]1=[N:8][C:32]=2[NH2:33])[C:19]1[CH:24]=[CH:23][CH:22]=[CH:21][CH:20]=1 |f:2.3.4|. Procedure: A solution of 2-(tert-butoxycarbonylamino)phenylboronic acid (1.0 eq.) and 5-(benzyloxy)-3-bromopicolinonitrile (from step 3) (1.0 eq.) in toluene (0.44 M) was mixed with tetrakis(triphenyl-phosphine)palladium (5 mol %) and 2N aqueous potassium carbonate solution (2.0 eq.). The reaction was heated to 100° C. and stirred overnight. After cooling to ambient temperature, the reaction content was diluted with 2% methanol in dichloromethane and water. The two phases were separated, and the aqueous la... The reactants are ClC1=NC(=NC2=CC(=CC=C12)C)C1=C(C=CC=C1C)OC (4-chloro-2-(2-methoxy-6-methylphenyl)-7-methylquinazoline), solution, B(Br)(Br)Br (BBr3). The solvent is C(Cl)Cl (CH2Cl2), C(Cl)Cl (CH2Cl2). Run at time 30 minute. Yields the product ClC1=NC(=NC2=CC(=CC=C12)C)C1=C(C=CC=C1C)O (2-(4-chloro-7-methylquinazolin-2-yl)-3-methylphenol). RXN SMILES: [Cl:1][C:2]1[C:11]2[C:6](=[CH:7][C:8]([CH3:12])=[CH:9][CH:10]=2)[N:5]=[C:4]([C:13]2[C:18]([CH3:19])=[CH:17][CH:16]=[CH:15][C:14]=2[O:20]C)[N:3]=1.B(Br)(Br)Br>C(Cl)Cl>[Cl:1][C:2]1[C:11]2[C:6](=[CH:7][C:8]([CH3:12])=[CH:9][CH:10]=2)[N:5]=[C:4]([C:13]2[C:18]([CH3:19])=[CH:17][CH:16]=[CH:15][C:14]=2[OH:20])[N:3]=1. Procedure: To a solution of 4-chloro-2-(2-methoxy-6-methylphenyl)-7-methylquinazoline (669 mg, 2.24 mmol) in 7 mL CH2Cl2 was added dropwise 5 equivalents of a 1 M solution of BBr3 in CH2Cl2 at −78° C. The reaction was warmed to room temperature and was complete in 30 minutes. The reaction was quenched with a saturated aqueous NaHCO3 solution until the pH was neutral. The aqueous layer was extracted with CH2Cl2, dried over MgSO4, filtered, and concentrated to obtain 2-(4-chloro-7-methylquinazolin-2-yl)-3-me...